Dataset: the Open Reaction Database (ORD), a public repository of structured organic reaction records. Task: describe an organic reaction: reactants, conditions, products, and yield Starting materials: C1CCNCC1, CCO, NS(=O)(=O)c1ccc(-c2ccc(C=O)o2)cc1, O=C1Cc2cc(Cl)ccc2N1. Yields the product NS(=O)(=O)c1ccc(-c2ccc(C=C3C(=O)Nc4ccc(Cl)cc43)o2)cc1. As a reaction SMILES: [CH2:29]1[CH2:30][CH2:31][NH:32][CH2:33][CH2:34]1.[CH3:35][CH2:36][OH:37].[CH:1](=[O:2])[c:3]1[cH:4][cH:5][c:6](-[c:8]2[cH:9][cH:10][c:11]([S:14](=[O:15])(=[O:16])[NH2:17])[cH:12][cH:13]2)[o:7]1.[Cl:18][c:19]1[cH:20][c:21]2[c:25]([cH:26][cH:27]1)[NH:24][C:23](=[O:28])[CH2:22]2>>[CH:1]([c:3]1[cH:4][cH:5][c:6](-[c:8]2[cH:9][cH:10][c:11]([S:14](=[O:15])(=[O:16])[NH2:17])[cH:12][cH:13]2)[o:7]1)=[C:22]1[c:21]2[cH:20][c:19]([Cl:18])[cH:27][cH:26][c:25]2[NH:24][C:23]1=[O:28]. Starting materials: CO, CC(C)(CCS(=O)(=O)Oc1ccccc1)[N+](=O)[O-]. The product is CC(C)(N)CCS(=O)(=O)Oc1ccccc1. RXN SMILES: [CH3:19][OH:20].[CH3:1][C:2]([CH2:3][CH2:4][S:5](=[O:6])(=[O:7])[O:8][c:9]1[cH:10][cH:11][cH:12][cH:13][cH:14]1)([CH3:15])[N+:16]([O-:17])=[O:18]>>[CH3:1][C:2]([CH2:3][CH2:4][S:5](=[O:6])(=[O:7])[O:8][c:9]1[cH:10][cH:11][cH:12][cH:13][cH:14]1)([CH3:15])[NH2:16]. Reactants: Cl.ClC1=CC=C(C=C1)CN(N)C1=CC=C(C=C1)OC (1-[(4-chlorophenyl)methyl]-1-(4-methoxyphenyl)-hydrazine hydrochloride), O=C(CCCCC(=O)OC)CC (methyl 6-oxooctanoate). Solvent: CO (methanol). Yields the product ClC1=CC=C(CN2C(=C(C3=CC(=CC=C23)OC)C)CCCCC(=O)O)C=C1 (1-(4-Chlorobenzyl)-3-methyl-5-methoxy-2-(4'-carboxybutyl)indole). As a reaction SMILES: Cl.[Cl:2][C:3]1[CH:8]=[CH:7][C:6]([CH2:9][N:10]([C:12]2[CH:17]=[CH:16][C:15]([O:18][CH3:19])=[CH:14][CH:13]=2)N)=[CH:5][CH:4]=1.O=[C:21]([CH2:30][CH3:31])[CH2:22][CH2:23][CH2:24][CH2:25][C:26]([O:28]C)=[O:27]>CO>[Cl:2][C:3]1[CH:8]=[CH:7][C:6]([CH2:9][N:10]2[C:12]3[C:17](=[CH:16][C:15]([O:18][CH3:19])=[CH:14][CH:13]=3)[C:30]([CH3:31])=[C:21]2[CH2:22][CH2:23][CH2:24][CH2:25][C:26]([OH:28])=[O:27])=[CH:5][CH:4]=1 |f:0.1|. Reported procedure: Following the procedure of Example 2, but using 1-[(4-chlorophenyl)methyl]-1-(4-methoxyphenyl)-hydrazine hydrochloride and methyl 6-oxooctanoate as the starting materials and methanol as the solvent, the title compound was prepared. As a reaction SMILES: [Br-:41].[C:35](=[O:36])([O-:37])[O-:38].[CH3:42][CH2:43][CH2:44][CH2:45][N+:46]([CH2:47][CH2:48][CH2:49][CH3:50])([CH2:51][CH2:52][CH2:53][CH3:54])[CH2:55][CH2:56][CH2:57][CH3:58].[CH3:59][c:60]1[cH:61][cH:62][cH:63][cH:64][cH:65]1.[Cs+:39].[Cs+:40].[F:1][c:2]1[cH:3][cH:4][c:5]([NH:6][c:7]2[c:8]([C:9](=[O:10])[O:11][C:12]([CH3:13])([CH3:14])[CH3:15])[cH:16][cH:17][c:18]([CH:20]=[CH2:21])[cH:19]2)[cH:22][cH:23]1.[I:24][c:25]1[cH:26][c:27]2[c:28]([cH:33][cH:34]1)[O:29][CH2:30][CH2:31][O:32]2>>[F:1][c:2]1[cH:3][cH:4][c:5]([NH:6][c:7]2[c:8]([C:9](=[O:10])[O:11][C:12]([CH3:13])([CH3:14])[CH3:15])[cH:16][cH:17][c:18]([CH:20]=[CH:21][c:25]3[cH:26][c:27]4[c:28]([cH:33][cH:34]3)[O:29][CH2:30][CH2:31][O:32]4)[cH:19]2)[cH:22][cH:23]1. Product: CC(C)(C)OC(=O)c1ccc(C=Cc2ccc3c(c2)OCCO3)cc1Nc1ccc(F)cc1. Reactants: [Br-], O=C([O-])[O-], CCCC[N+](CCCC)(CCCC)CCCC, Cc1ccccc1, [Cs+], [Cs+], C=Cc1ccc(C(=O)OC(C)(C)C)c(Nc2ccc(F)cc2)c1, Ic1ccc2c(c1)OCCO2. Reactants: CCOC(=O)C=CC(F)(F)F, [K+], [K+], O=C([O-])[O-], CN(C)C=O, Cc1cc(C)c(C=O)c(O)c1C. The product is CCOC(=O)C1=Cc2c(C)cc(C)c(C)c2OC1C(F)(F)F. As a reaction SMILES: [F:19][C:20]([CH:21]=[CH:22][C:23](=[O:24])[O:25][CH2:26][CH3:27])([F:28])[F:29].[K+:13].[K+:14].[O-:15][C:16]([O-:17])=[O:18].[O:30]=[CH:31][N:32]([CH3:33])[CH3:34].[OH:1][c:2]1[c:3]([CH3:12])[c:4]([CH3:11])[cH:5][c:6]([CH3:10])[c:7]1[CH:8]=[O:9]>>[O:1]1[c:2]2[c:3]([CH3:12])[c:4]([CH3:11])[cH:5][c:6]([CH3:10])[c:7]2[CH:8]=[C:22]([C:23](=[O:24])[O:25][CH2:26][CH3:27])[CH:21]1[C:20]([F:19])([F:28])[F:29]. The solvent is C(C)O (ethanol). The yield is 99.3%. Procedure details: To a solution of 100 mg (0.352 mmol) of thioacetic acid S-[1-(5-tert-butyl-isoxazol-3-ylcarbamoyl)-1-methyl-ethyl]ester (synthesized according to Method F, step 1) in ethanol (2 mL) were added 126 mg (0.704 mmol) of 2-(bromomethyl)tetrahydropyran and 76 mg (1.41 mmol) of sodium methoxide at room temperature. The reaction was heated to 130° C. for 0.5 h within a microwave (CEM Discover). The reaction mixture was concentrated under reduced pressure. The residue was dissolved in DCM (5 ml) and wash... RXN SMILES: [C:1]([C:5]1[O:9][N:8]=[C:7]([NH:10][C:11]([C:13]([S:16][C:17](=O)[CH3:18])([CH3:15])[CH3:14])=[O:12])[CH:6]=1)([CH3:4])([CH3:3])[CH3:2].BrC[CH:22]1[CH2:27][CH2:26][CH2:25]C[O:23]1.C[O-].[Na+]>C(O)C>[C:1]([C:5]1[O:9][N:8]=[C:7]([NH:10][C:11](=[O:12])[C:13]([CH3:15])([S:16][CH2:17][CH:18]2[CH2:25][CH2:26][CH2:27][CH2:22][O:23]2)[CH3:14])[CH:6]=1)([CH3:4])([CH3:3])[CH3:2] |f:2.3|. Run at temperature 130 celsius. Reactants: C(C)(C)(C)C1=CC(=NO1)NC(=O)C(C)(C)SC(C)=O (thioacetic acid S-[1-(5-tert-butyl-isoxazol-3-ylcarbamoyl)-1-methyl-ethyl]ester), BrCC1OCCCC1 (2-(bromomethyl)tetrahydropyran), C[O-].[Na+] (sodium methoxide). Product: C(C)(C)(C)C1=CC(=NO1)NC(C(C)(SCC1OCCCC1)C)=O (N-(5-tert-butyl-isoxazol-3-yl)-2-methyl-2-(tetrahydro-pyran-2-ylmethylsulfanyl)-propionamide). Starting materials: ClC=1C=C(C=C(C1)Cl)NC1=C(C=O)C=CC=N1 (2-(3,5-dichlorophenyl)aminonicotinaldehyde), COC(CC(=O)OC)OC (methyl 3,3-dimethoxypropionate), C[O-].[Na+] (sodium methylate), [Na] (sodium). Solvent: O1CCCC1 (tetrahydrofuran), CO (methanol). Reaction conditions: time 24 hour. Yields the product ClC=1C=C(C=C(C1)Cl)N1C(C(=CC2=CC=CN=C12)C(OC)OC)=O (1-(3,5-dichlorophenyl)-1,2-dihydro-3-dimethoxymethyl-2-oxo-1,8-naphthyridine). Isolated yield 75.7%. Reaction SMILES: [Cl:1][C:2]1[CH:3]=[C:4]([NH:9][C:10]2[N:17]=[CH:16][CH:15]=[CH:14][C:11]=2[CH:12]=O)[CH:5]=[C:6]([Cl:8])[CH:7]=1.[CH3:18][O:19][CH:20]([O:26][CH3:27])[CH2:21][C:22](OC)=[O:23].C[O-].[Na+].[Na]>O1CCCC1.CO>[Cl:1][C:2]1[CH:3]=[C:4]([N:9]2[C:10]3[C:11](=[CH:14][CH:15]=[CH:16][N:17]=3)[CH:12]=[C:21]([CH:20]([O:26][CH3:27])[O:19][CH3:18])[C:22]2=[O:23])[CH:5]=[C:6]([Cl:8])[CH:7]=1 |f:2.3,^1:30|. Procedure: A solution of 42.7 g of 2-(3,5-dichlorophenyl)aminonicotinaldehyde, prepared in Example 29, in 500 ml of tetrahydrofuran containing 35.6 g of methyl 3,3-dimethoxypropionate, and a solution of sodium methylate prepared from 5.5 g of sodium in 100 ml of methanol, are stirred for 24 h at room temperature. The reaction mixture is subsequently concentrated under vacuum, water is then added and the crystals formed are filtered off, washed carefully with water and dried to give 44.25 g of 1-(3,5-dichlo... The product is [Na+], O=[N+]([O-])c1ccc(NCCO)c(S(=O)[O-])c1. Reactants: O=[N+]([O-])c1ccc(Cl)c(S(=O)[O-])c1, Cl, NCCO, [Na+], O. As a reaction SMILES: [Cl:1][c:2]1[c:3]([S:11](=[O:12])[O-:13])[cH:4][c:5]([N+:8](=[O:9])[O-:10])[cH:6][cH:7]1.[ClH:19].[NH2:15][CH2:16][CH2:17][OH:18].[Na+:14].[OH2:20]>>[Na+:14].[c:2]1([NH:15][CH2:16][CH2:17][OH:18])[c:3]([S:11](=[O:12])[O-:13])[cH:4][c:5]([N+:8](=[O:9])[O-:10])[cH:6][cH:7]1.